This data is from the Open Reaction Database (ORD), a public repository of structured organic reaction records. The task is: describe an organic reaction: reactants, conditions, products, and yield The reactants are CO, CC(C)(C)[Si](C)(C)OC1CCC(N=[N+]=[N-])CC1F. Product: CC(C)(C)[Si](C)(C)OC1CCC(N)CC1F. Reaction SMILES: [CH3:19][OH:20].[N:1](=[N+:2]=[N-:3])[CH:4]1[CH2:5][CH:6]([F:18])[CH:7]([O:10][Si:11]([CH3:12])([CH3:13])[C:14]([CH3:15])([CH3:16])[CH3:17])[CH2:8][CH2:9]1>>[NH2:1][CH:4]1[CH2:5][CH:6]([F:18])[CH:7]([O:10][Si:11]([CH3:12])([CH3:13])[C:14]([CH3:15])([CH3:16])[CH3:17])[CH2:8][CH2:9]1. RXN SMILES: [Br:1][c:2]1[cH:3][c:4]([C:7](=[O:8])[O:9][CH3:10])[o:5][cH:6]1.[CH2:11]([CH3:12])[n:13]1[n:14][cH:15][cH:16][c:17]1[B:18]1[O:19][C:20]([CH3:21])([CH3:22])[C:23]([CH3:24])([CH3:25])[O:26]1.[CH2:27]1[O:28][CH2:29][CH2:30][CH2:31]1>>[c:2]1(-[c:17]2[n:13]([CH2:11][CH3:12])[n:14][cH:15][cH:16]2)[cH:3][c:4]([C:7](=[O:8])[O:9][CH3:10])[o:5][cH:6]1. The product is CCn1nccc1-c1coc(C(=O)OC)c1. The reactants are COC(=O)c1cc(Br)co1, CCn1nccc1B1OC(C)(C)C(C)(C)O1, C1CCOC1. The reactants are BrCCCCC1(CC1)C(=O)OC(C)(C)C (t-Butyl 1-(4-bromo-butyl)-cyclopropanecarboxylate), [Li+].CC(C)[N-]C(C)C (LDA), C1(CC1)C(=O)OC(C)(C)C (t-butyl cyclopropanecarboxylate), BrCCCCCl (1-bromo-4-chlorobutane). Product: ClCCCCC1(CC1)C(=O)OC(C)(C)C (t-Butyl 1-(4-chlorobutyl)-1-cyclopropanecarboxylate). RXN SMILES: Br[CH2:2][CH2:3][CH2:4][CH2:5][C:6]1([C:9]([O:11][C:12]([CH3:15])([CH3:14])[CH3:13])=[O:10])[CH2:8][CH2:7]1.C1(C(OC(C)(C)C)=O)CC1.BrCCCC[Cl:31].[Li+].CC([N-]C(C)C)C>>[Cl:31][CH2:2][CH2:3][CH2:4][CH2:5][C:6]1([C:9]([O:11][C:12]([CH3:15])([CH3:14])[CH3:13])=[O:10])[CH2:8][CH2:7]1 |f:3.4|. Reported procedure: Compound 104a was prepared, likewise the procedure described for 103b, starting from t-butyl cyclopropanecarboxylate (Kohlrausch, K. W. F. et al. Z Elektrochem. Angew. Phys. Chem, 1937, 43, 282-285) (12.5 g, 88 mmol), 1-bromo-4-chlorobutane (13.7 mL, 117 mmol) and LDA (prepared from BuLi (2.5M in hexanes, 37 mL, 92.5 mmol) and iPr2NH (12.3 mL, 88 mmol, distilled from NaOH)) to give, after purification by fractional distillation under reduced pressure, 104a (10.73 g 52%) as a colorless oil. bp: T... The reactants are CC(C)S(=O)(=O)Cl, Cn1c(C#N)ccc1-c1ccc(N)cc1C(F)(F)F, O, c1ccncc1. Product: CC(C)S(=O)(=O)Nc1ccc(-c2ccc(C#N)n2C)c(C(F)(F)F)c1. RXN SMILES: [CH:20]([CH3:21])([CH3:22])[S:23](=[O:24])(=[O:25])[Cl:26].[NH2:1][c:2]1[cH:3][c:4]([C:16]([F:17])([F:18])[F:19])[c:5](-[c:8]2[cH:9][cH:10][c:11]([C:14]#[N:15])[n:12]2[CH3:13])[cH:6][cH:7]1.[OH2:33].[cH:27]1[cH:28][cH:29][n:30][cH:31][cH:32]1>>[NH:1]([c:2]1[cH:3][c:4]([C:16]([F:17])([F:18])[F:19])[c:5](-[c:8]2[cH:9][cH:10][c:11]([C:14]#[N:15])[n:12]2[CH3:13])[cH:6][cH:7]1)[S:23]([CH:20]([CH3:21])[CH3:22])(=[O:24])=[O:25].